From a dataset of the Open Reaction Database (ORD), a public repository of structured organic reaction records. describe an organic reaction: reactants, conditions, products, and yield The reactants are [N+](=O)([O-])C1=C(C=CC=C1)C1=CC=CC=C1 (2-Nitro-1,1′-biphenyl). Reagents/catalysts: [Pd] (palladium on carbon). Run in CO (methanol). Conditions: time 12 hour. Yields the product C=1(C(=CC=CC1)N)C1=CC=CC=C1 ([1,1′-Biphenyl]-2-amine). RXN SMILES: [N+:1]([C:4]1[CH:9]=[CH:8][CH:7]=[CH:6][C:5]=1[C:10]1[CH:15]=[CH:14][CH:13]=[CH:12][CH:11]=1)([O-])=O>[Pd].CO>[C:5]1([C:10]2[CH:11]=[CH:12][CH:13]=[CH:14][CH:15]=2)[C:4]([NH2:1])=[CH:9][CH:8]=[CH:7][CH:6]=1. Reported procedure: Activated palladium on carbon (10% w/w, 0.25 g) was added to a solution of the nitro 2 (1.70 g, 8.53 mmol) in anhydrous methanol (100 mL). The reaction flask was purged thrice with H2 (g), pressurized to 5 bar with H2 (g), and mechanically shaken in a Parr hydrogenator for 12 hours. The reaction mixture was filtered and the filtrate was concentrated under reduced pressure to yield the amine 3 as a yellow oil (1.44 g, quant.) that was used immediately in the next step. The reactants are N(=C=S)C1=C(C2=C(S1)CCCCC2)C(=O)OC (methyl 5,6,7,8-tetrahydro-2-isothiocyanato-4H-cyclohepta[b]thiophene-3-carboxylate), CC1=CN=CN1CCCN (3-(5-methyl-1H-imidazol-1-yl)propan-1-amine). Product: CC1=CN=CN1CCCN1C(NC2=C(C1=O)C1=C(S2)CCCCC1)=S (3-[3-(5-methyl-1H-imidazol-1-yl)propyl]-2-thioxo-1,2,3,5,6,7,8,9-octahydro-4H-cyclohepta[4,5]thieno[2,3-d]pyrimidin-4-one). As a reaction SMILES: [N:1]([C:4]1[S:8][C:7]2[CH2:9][CH2:10][CH2:11][CH2:12][CH2:13][C:6]=2[C:5]=1[C:14]([O:16]C)=O)=[C:2]=[S:3].[CH3:18][C:19]1[N:23]([CH2:24][CH2:25][CH2:26][NH2:27])[CH:22]=[N:21][CH:20]=1>>[CH3:18][C:19]1[N:23]([CH2:24][CH2:25][CH2:26][N:27]2[C:14](=[O:16])[C:5]3[C:6]4[CH2:13][CH2:12][CH2:11][CH2:10][CH2:9][C:7]=4[S:8][C:4]=3[NH:1][C:2]2=[S:3])[CH:22]=[N:21][CH:20]=1. Reported procedure: The compound was synthesized starting from methyl 5,6,7,8-tetrahydro-2-isothiocyanato-4H-cyclohepta[b]thiophene-3-carboxylate (0.10 g, 0.37 mmol) and 3-(5-methyl-1H-imidazol-1-yl)propan-1-amine (5) (0.052 g, 0.37 mmol) as described above.